Dataset: the Open Reaction Database (ORD), a public repository of structured organic reaction records. Task: describe an organic reaction: reactants, conditions, products, and yield Reactants: ON1N(C=NN1)C1=CC=C(C=C1)OCC1=CC=CC=C1 (4-(2-hydroxytetrazol-1-yl)-1-benzyloxybenzene). The solvent is CO (CH3OH). Conditions: time 8 hour. Product: ON1N(C=NN1)C1=CC=C(C=C1)O (4-(2-hydroxytetrazol-1-yl)-phenol). RXN SMILES: [OH:1][N:2]1[NH:6][N:5]=[CH:4][N:3]1[C:7]1[CH:12]=[CH:11][C:10]([O:13]CC2C=CC=CC=2)=[CH:9][CH:8]=1>CO>[OH:1][N:2]1[NH:6][N:5]=[CH:4][N:3]1[C:7]1[CH:8]=[CH:9][C:10]([OH:13])=[CH:11][CH:12]=1. Procedure details: To a 100 mL recovery flask was added 4-(2-hydroxytetrazol-1-yl)-1-benzyloxybenzene 52 (515 mg, 1.92 mmol, 1.0 eq.) and CH3OH (20 mL). The solution was purged with N2 upon which 10% Pd/C (50 mg) was added. The flask was sealed and fitted with a balloon filled with H2. The reaction was stirred overnight at room temperature. The reaction was filtered through a pad of Celite and concentrated to give an off-white solid which was used in subsequent reactions without further purification (300 mg, 93%). Reactants: Cl.OC(C(N)=N)C (2-hydroxypropanimidamide hydrochloride), [H-].[Na+] (sodium hydride), C(#N)N=C(SC)SC (dimethyl cyanocarbonimidodithioate). Run in CN(C=O)C (N,N-dimethylformamide). Conditions: temperature 65 celsius, time 18 hour. The product is NC1=NC(=NC(=N1)SC)C(C)O (1-(4-amino-6-(methylthio)-1,3,5-triazin-2-yl)ethanol). Yield: 4.0%. As a reaction SMILES: Cl.[OH:2][CH:3]([CH3:7])[C:4](=[NH:6])[NH2:5].[H-].[Na+].[C:10]([N:12]=[C:13](SC)[S:14][CH3:15])#[N:11]>CN(C)C=O>[NH2:11][C:10]1[N:12]=[C:13]([S:14][CH3:15])[N:5]=[C:4]([CH:3]([OH:2])[CH3:7])[N:6]=1 |f:0.1,2.3|. Procedure: Under a nitrogen atmosphere 2-hydroxypropanimidamide hydrochloride (4.97 g) was suspended in dry N,N-dimethylformamide (25 mL) and sodium hydride (1.66 g, 60 wt % in mineral oil) was added in one portion. When gas evolution ceased the white suspension was heated to 65° C. After 1 h dimethyl cyanocarbonimidodithioate (6.24 g) was added and the mixture was stirred at 65° C. for 18 hours. The reaction mixture was concentrated and triturated with water (200 mL). The resulting precipitate was filtere... The reactants are ClC1=C(C(=O)OC(C)C)C=C(C(=C1)F)NC(=O)N (isopropyl 2-chloro-4-fluoro-5-ureidobenzoate), O=C1C(SCC1)C(=O)OC (methyl 3-oxotetrahydrothiophene-2-carboxylate). Yields the product ClC1=C(C(=O)OC(C)C)C=C(C(=C1)F)NC(=O)NC1=C(SCC1)C(=O)OC (isopropyl 2-chloro-4-fluoro-5-{3-[2-(methoxycarbonyl)-4,5-dihydro-thien-3-yl]ureido}-benzoate). RXN SMILES: [Cl:1][C:2]1[CH:13]=[C:12]([F:14])[C:11]([NH:15][C:16]([NH2:18])=[O:17])=[CH:10][C:3]=1[C:4]([O:6][CH:7]([CH3:9])[CH3:8])=[O:5].O=[C:20]1[CH2:24][CH2:23][S:22][CH:21]1[C:25]([O:27][CH3:28])=[O:26]>>[Cl:1][C:2]1[CH:13]=[C:12]([F:14])[C:11]([NH:15][C:16]([NH:18][C:20]2[CH2:24][CH2:23][S:22][C:21]=2[C:25]([O:27][CH3:28])=[O:26])=[O:17])=[CH:10][C:3]=1[C:4]([O:6][CH:7]([CH3:9])[CH3:8])=[O:5]. Reported procedure: using isopropyl 2-chloro-4-fluoro-5-ureidobenzoate and methyl 3-oxotetrahydrothiophene-2-carboxylate there is obtained isopropyl 2-chloro-4-fluoro-5-{3-[2-(methoxycarbonyl)-4,5-dihydro-thien-3-yl]ureido}-benzoate, m.p. 161°-163° C., Reactants: CC(=O)OCC1OC(n2cnc3c(N)ncnc32)CC1O, CO, Cl, [Na+], [OH-]. Yields the product Nc1ncnc2c1ncn2C1CC(O)C(CO)O1. Reaction SMILES: [C:1](=[O:2])([CH3:3])[O:4][CH2:5][CH:6]1[CH:7]([OH:21])[CH2:8][CH:9]([n:11]2[cH:12][n:13][c:14]3[c:15]([NH2:16])[n:17][cH:18][n:19][c:20]23)[O:10]1.[CH3:25][OH:26].[ClH:22].[Na+:24].[OH-:23]>>[OH:4][CH2:5][CH:6]1[CH:7]([OH:21])[CH2:8][CH:9]([n:11]2[cH:12][n:13][c:14]3[c:15]([NH2:16])[n:17][cH:18][n:19][c:20]23)[O:10]1. The reactants are CS(=O)(=O)OC(COC1=CC=CC=C1)C (1-Phenoxy-2-propyl methane sulfonate), N1CCNCC1 (piperazine), C([O-])([O-])=O.[K+].[K+] (potassium carbonate). Reported procedure: 1-Phenoxy-2-propyl methane sulfonate (1 mole), anhydrous piperazine (4 moles) and potassium carbonate (2 moles) are added to 1000 ml methyl ethyl ketone. The mixture is refluxed during 45 hours, with stirring. The solvent is removed in vacuo and the residue is taken up into water and ether. The ethereal phase is again treated with a dilute aqueous hydrochloric acid solution and the aqueous phase is evaporated off. The resulting oil is taken up into a minimum amount of water. Sodium hydroxide (30... RXN SMILES: CS(O[CH:6]([CH3:15])[CH2:7][O:8][C:9]1[CH:14]=[CH:13][CH:12]=[CH:11][CH:10]=1)(=O)=O.[NH:16]1[CH2:21][CH2:20][NH:19][CH2:18][CH2:17]1.C(=O)([O-])[O-].[K+].[K+]>C(C(C)=O)C>[O:8]([CH2:7][CH:6]([N:16]1[CH2:21][CH2:20][NH:19][CH2:18][CH2:17]1)[CH3:15])[C:9]1[CH:14]=[CH:13][CH:12]=[CH:11][CH:10]=1 |f:2.3.4|. Yields the product O(C1=CC=CC=C1)CC(C)N1CCNCC1 (N(1-Phenoxy-2-propyl)-piperazine). The solvent is C(C)C(=O)C (methyl ethyl ketone). The reactants are CN(CC(=O)N1CCC2=CC(=C(C=C12)NC=1N=C(C2=C(N1)N(C=C2)S(=O)(=O)C2=CC=C(C=C2)C)NC2=C(C(=O)NCC)C(=CC=C2)F)OC)C (2-({2-{[1-(N,N-dimethylglycyl)-5-(methyloxy)-2,3-dihydro-1H-indol-6-yl]amino}-7-[(4-methylphenyl)sulfonyl]-7H-pyrrolo[2,3-d]pyrimidin-4-yl}amino)-N-ethyl-6-fluorobenzamide), C(C)(=O)OCC (ethyl acetate). Run in O1CCOCC1 (1,4 dioxane). Reaction conditions: temperature 120 celsius. The product is CN(CC(=O)N1CCC2=CC(=C(C=C12)NC1=NC(=C2C(N1)=NC=C2)NC2=C(C(=O)NCC)C(=CC=C2)F)OC)C (2-[(2-{[1-(N,N-dimethylglycyl)-5-(methyloxy)-2,3-dihydro-1H-indol-6-yl]amino}-1H-pyrrolo[2,3-d]pyrimidin-4-yl)amino]-N-ethyl-6-fluorobenzamide). The yield is 69.9%. Reaction SMILES: [CH3:1][N:2]([CH3:50])[CH2:3][C:4]([N:6]1[C:14]2[C:9](=[CH:10][C:11]([O:48][CH3:49])=[C:12]([NH:15][C:16]3[N:17]=[C:18]([NH:35][C:36]4[CH:46]=[CH:45][CH:44]=[C:43]([F:47])[C:37]=4[C:38]([NH:40][CH2:41][CH3:42])=[O:39])[C:19]4[CH:24]=[CH:23][N:22](S(C5C=CC(C)=CC=5)(=O)=O)[C:20]=4[N:21]=3)[CH:13]=2)[CH2:8][CH2:7]1)=[O:5].C(OCC)(=O)C>O1CCOCC1>[CH3:50][N:2]([CH3:1])[CH2:3][C:4]([N:6]1[C:14]2[C:9](=[CH:10][C:11]([O:48][CH3:49])=[C:12]([NH:15][C:16]3[NH:21][C:20]4=[N:22][CH:23]=[CH:24][C:19]4=[C:18]([NH:35][C:36]4[CH:46]=[CH:45][CH:44]=[C:43]([F:47])[C:37]=4[C:38]([NH:40][CH2:41][CH3:42])=[O:39])[N:17]=3)[CH:13]=2)[CH2:8][CH2:7]1)=[O:5]. Procedure details: Two separate suspensions of 2-({2-chloro-7-[(4-methylphenyl)sulfonyl]-7H-pyrrolo[2,3-d]pyrimidin-4-yl}amino)-6-fluorobenzamide (6.25 g, 13.59 mmol), 1-[(dimethylamino)acetyl]-5-(methyloxy)-2,3-dihydro-1H-indol-6-amine (3.90 g, 15.63 mmol), KI (2.256 g, 13.59 mmol), and HCl (4.0M Solution in dioxane, 13.59 ml, 54.4 mmol) in 2,2,2-trifluoroethanol (200 ml) were warmed at 90° C. for 16 hours in sealed pressure flasks. The reactions were cooled, combined, and poured into dichloromethane/saturated so... Reactants: ClCCCCC1(C(NC2=CC=CC=C12)=O)CC (3-(4-chlorobutyl)-3-ethyl-1,3-dihydro-2H-indol-2-one), ClC1=C(C=CC=C1)N1CCNCC1 (1-(2-chlorophenyl)-piperazine). Product: ClC1=C(C=CC=C1)N1CCN(CC1)CCCCC1(C(NC2=CC=CC=C12)=O)CC (3-{4-[4-(2-Chlorophenyl)-piperazin-1-yl]-butyl}-3-ethyl-1,3-dihydro-2H-indol-2-one). RXN SMILES: Cl[CH2:2][CH2:3][CH2:4][CH2:5][C:6]1([CH2:16][CH3:17])[C:14]2[C:9](=[CH:10][CH:11]=[CH:12][CH:13]=2)[NH:8][C:7]1=[O:15].[Cl:18][C:19]1[CH:24]=[CH:23][CH:22]=[CH:21][C:20]=1[N:25]1[CH2:30][CH2:29][NH:28][CH2:27][CH2:26]1>>[Cl:18][C:19]1[CH:24]=[CH:23][CH:22]=[CH:21][C:20]=1[N:25]1[CH2:30][CH2:29][N:28]([CH2:2][CH2:3][CH2:4][CH2:5][C:6]2([CH2:16][CH3:17])[C:14]3[C:9](=[CH:10][CH:11]=[CH:12][CH:13]=3)[NH:8][C:7]2=[O:15])[CH2:27][CH2:26]1. Procedure details: The title compound is prepared according to process H by applying processing method 1 starting from 3-(4-chlorobutyl)-3-ethyl-1,3-dihydro-2H-indol-2-one and 1-(2-chlorophenyl)-piperazine.